From a dataset of the Open Reaction Database (ORD), a public repository of structured organic reaction records. describe an organic reaction: reactants, conditions, products, and yield The reactants are C([O-])(O)=O.[Na+] (sodium bicarbonate), C(=O)O (formic acid), CC(=O)OCC1=C2C=CC=CC2=C(C3=CC=CC=C31)COC(=O)C (acetic), FC1=C(OC2CCNCC2)C(=C(C(=C1F)F)F)F (4-(2,3,4,5,6-pentafluorophenoxy)piperidine). The solvent is C(C)OCC (diethyl ether), O (water). Run at temperature 55 celsius, time 1 hour. The product is C(=O)N1CCC(CC1)OC1=C(C(=C(C(=C1F)F)F)F)F (1-formyl-4-(2,3,4,5,6-pentafluorophenoxy)piperidine). Isolated yield 91.0%. RXN SMILES: [CH:1](O)=[O:2].CC(OCC1C2C(=CC=CC=2)C(COC(C)=O)=C2C=1C=CC=C2)=O.[F:28][C:29]1[C:41]([F:42])=[C:40]([F:43])[C:39]([F:44])=[C:38]([F:45])[C:30]=1[O:31][CH:32]1[CH2:37][CH2:36][NH:35][CH2:34][CH2:33]1.C(=O)(O)[O-].[Na+]>C(OCC)C.O>[CH:1]([N:35]1[CH2:36][CH2:37][CH:32]([O:31][C:30]2[C:38]([F:45])=[C:39]([F:44])[C:40]([F:43])=[C:41]([F:42])[C:29]=2[F:28])[CH2:33][CH2:34]1)=[O:2] |f:3.4|. Procedure details: A mixture of 1.5 ml of formic acid and 3.5 ml of acetic anydride was stirred at 55° C. for one hour, cooled, and treated with a solution of 4.0 g of 4-(2,3,4,5,6-pentafluorophenoxy)piperidine in 50 ml of diethyl ether. The reaction mixture was then stirred at ambient temperature for three hours. Thereafter, the mixture was poured into 100 ml of water, adjusted to pH 10 by the addition of sodium bicarbonate, and extracted with ethyl acetate. The organic layer was washed with water followed by a s... Starting materials: C(CCCC#C)C12OCC(CS1)(CS2)CCC (1-(hex-5-ynyl)-4-n-propyl-2-oxa-6,7-dithiabicyclo-[2.2.2]octane), C(C)(=O)[O-].[Na+] (sodium acetate), ClC1=CC(=CC=C1)C(=O)OO (3-chloroperbenzoic acid), O (Water). Solvent: C(C)#N (acetonitrile). Yields the product C(CCCC#C)C12OCC(CS1=O)(CS2)CCC (1-(hex-5-ynyl)-4-n-propyl-2-oxa-6,7-dithiabicyclo[2.2.2]octane-6-oxide). As a reaction SMILES: [CH2:1]([C:7]12[S:14][CH2:13][C:10]([CH2:15][CH2:16][CH3:17])([CH2:11][S:12]1)[CH2:9][O:8]2)[CH2:2][CH2:3][CH2:4][C:5]#[CH:6].C([O-])(=[O:20])C.[Na+].ClC1C=CC=C(C(OO)=O)C=1.O>C(#N)C>[CH2:1]([C:7]12[S:12][CH2:11][C:10]([CH2:15][CH2:16][CH3:17])([CH2:13][S:14]1=[O:20])[CH2:9][O:8]2)[CH2:2][CH2:3][CH2:4][C:5]#[CH:6] |f:1.2|. Procedure details: A mixture of 1-(hex-5-ynyl)-4-n-propyl-2-oxa-6,7-dithiabicyclo-[2.2.2]octane (0.75 g., 1 equivalent), anhydrous sodium acetate (2.0 g.) and 3-chloroperbenzoic acid (85%, 1.12 g. 2.5 equivalents) was stirred at 20° in dry acetonitrile (50 ml.) for 18 hours. Water was added and the mixture was extracted with ethyl acetate. The extracts were washed with sodium hydrogen carbonate solution, water and dried over anhydrous magnesium sulphate. The solvent was removed in vacuo. After purification by chro... Reactants: [Al+3], CCOCC, [H-], [H-], [H-], [H-], [Li+], [Na+], [OH-], O=C(c1ccsc1)N1CCCC1. The product is c1cc(CN2CCCC2)cs1. Reaction SMILES: [Al+3:14].[CH2:21]([O:22][CH2:23][CH3:24])[CH3:25].[H-:13].[H-:16].[H-:17].[H-:18].[Li+:15].[Na+:20].[OH-:19].[s:1]1[cH:2][c:3]([C:6](=[O:7])[N:8]2[CH2:9][CH2:10][CH2:11][CH2:12]2)[cH:4][cH:5]1>>[s:1]1[cH:2][c:3]([CH2:6][N:8]2[CH2:9][CH2:10][CH2:11][CH2:12]2)[cH:4][cH:5]1. Starting materials: ClC1=NC(=CC(=N1)C(=C)OCC)COCC(F)(F)F (2-Chloro-4-(1-ethoxyvinyl)-6-((2,2,2-trifluoroethoxy)methyl)pyrimidine), [Mn](=O)(=O)(=O)[O-].[K+] (potassium permanganate), I(=O)(=O)(=O)[O-].[Na+] (Sodium metaperiodate). The solvent is O1CCOCC1 (1,4-dioxane), O (water). Run at time 30 minute. Product: ClC1=NC(=CC(=N1)C(=O)OCC)COCC(F)(F)F (Ethyl 2-chloro-6-((2,2,2-trifluoroethoxy)methyl)pyrimidine-4-carboxylate). As a reaction SMILES: I([O-])(=O)(=O)=O.[Na+].[Cl:7][C:8]1[N:13]=[C:12]([C:14]([O:16][CH2:17][CH3:18])=C)[CH:11]=[C:10]([CH2:19][O:20][CH2:21][C:22]([F:25])([F:24])[F:23])[N:9]=1.[Mn]([O-])(=O)(=O)=[O:27].[K+]>O.O1CCOCC1>[Cl:7][C:8]1[N:13]=[C:12]([C:14]([O:16][CH2:17][CH3:18])=[O:27])[CH:11]=[C:10]([CH2:19][O:20][CH2:21][C:22]([F:25])([F:24])[F:23])[N:9]=1 |f:0.1,3.4|. Reported procedure: Sodium metaperiodate (701 mg, 3.28 mmol) was suspended in water (10 mL) and sonicated until a clear solution was obtained. 2-Chloro-4-(1-ethoxyvinyl)-6-((2,2,2-trifluoroethoxy)methyl)pyrimidine (486 mg, 1.64 mmol) in 1,4-dioxane (20 mL) and potassium permanganate (39 mg, 0.25 mmol) were added and the mixture was stirred at rt for 30 min. The mixture was filtered, precipitate was washed by dioxane and DCM. DCM an solid sodium bicarbonate (s) were added to the filtrate. The mixture was extracted w... Starting materials: ( 100 ), Cl.OC(CNC(CC1=CC=C(C=C1)OC)(C)C)COC1=CC=C(C=C1)C(C)(C)C (N-[2-Hydroxy-3-(4-t-butylphenoxy)propyl]-1,1-dimethyl-2-(4-methoxyphenyl)ethylamine Hydrochloride), Cl.OC(CNC(CC1=CC=C(C=C1)OC)(C)C)COC1=CC=C(C=C1)Cl (N-[2-Hydroxy-3-(4-chlorophenoxy)propyl]-1,1-dimethyl-2-(4-methoxyphenyl)ethylamine Hydrochloride), Cl.OC(CNC(CC1=CC=C(C=C1)OC)(C)C)COC1=CC=C(C=C1)Cl (N-[2-Hydroxy-3-(4-chlorophenoxy)propyl]-1,1-dimethyl-2-(4-methoxyphenyl)ethylamine Hydrochloride), ( 21 ), Cl.OC(CNC(CC1=CC=C(C=C1)OC)(C)C)COC1=CC=C(C=C1)C(C)(C)C (N-[2-Hydroxy-3-(4-t-butylphenoxy)propyl]-1,1-dimethyl-2-(4-methoxyphenyl)ethylamine Hydrochloride). The product is Cl.OC(CNC(CC1=CC=C(C=C1)OC)(C)C)COC1=CC(=CC=C1)CC (N-[2-Hydroxy-3-(3-ethylphenoxy)propyl]-1,1-dimethyl-2-(4-methoxyphenyl)ethylamine Hydrochloride). RXN SMILES: Cl.[OH:2][CH:3]([CH2:18][O:19][C:20]1[CH:25]=[CH:24][C:23]([Cl:26])=[CH:22][CH:21]=1)[CH2:4][NH:5][C:6]([CH3:17])([CH3:16])[CH2:7][C:8]1[CH:13]=[CH:12][C:11]([O:14][CH3:15])=[CH:10][CH:9]=1.Cl.O[CH:29](COC1C=CC(C(C)(C)C)=CC=1)[CH2:30]NC(C)(C)CC1C=CC(OC)=CC=1>>[ClH:26].[OH:2][CH:3]([CH2:18][O:19][C:20]1[CH:25]=[CH:24][CH:23]=[C:22]([CH2:29][CH3:30])[CH:21]=1)[CH2:4][NH:5][C:6]([CH3:17])([CH3:16])[CH2:7][C:8]1[CH:13]=[CH:12][C:11]([O:14][CH3:15])=[CH:10][CH:9]=1 |f:0.1,2.3,4.5|. Reported procedure: GC/EI-MS, m/z (rel. int.) 342 (M−15,0.6), 237(16), 236 (100), 163 (5), 121 (21), 114 (6), 105 (5), 90 (6). Starting materials: CN1CCOCC1, CCO, O=C(O)c1cc2cc(Cl)cnc2[nH]1, Cl, NC(Cc1ccc(F)cc1)C(=O)N1CCC(O)CC1. The product is O=C(NC(Cc1ccc(F)cc1)C(=O)N1CCC(O)CC1)c1cc2cc(Cl)cnc2[nH]1. RXN SMILES: [CH3:34][N:35]1[CH2:36][CH2:37][O:38][CH2:39][CH2:40]1.[CH3:41][CH2:42][OH:43].[Cl:1][c:2]1[cH:3][c:4]2[c:5]([n:6][cH:7]1)[nH:8][c:9]([C:11](=[O:12])[OH:13])[cH:10]2.[ClH:14].[NH2:15][CH:16]([C:17](=[O:18])[N:19]1[CH2:20][CH2:21][CH:22]([OH:25])[CH2:23][CH2:24]1)[CH2:26][c:27]1[cH:28][cH:29][c:30]([F:33])[cH:31][cH:32]1>>[Cl:1][c:2]1[cH:3][c:4]2[c:5]([n:6][cH:7]1)[nH:8][c:9]([C:11](=[O:13])[NH:15][CH:16]([C:17](=[O:18])[N:19]1[CH2:20][CH2:21][CH:22]([OH:25])[CH2:23][CH2:24]1)[CH2:26][c:27]1[cH:28][cH:29][c:30]([F:33])[cH:31][cH:32]1)[cH:10]2. Reactants: BrC1=CC=C(C(=N1)OC)C=CC(=O)OC(C)(C)C (tert-butyl 3-(6-bromo-2-methoxypyridin-3-yl)acrylate), [H][H] (hydrogen). Reagents/catalysts: [Pt] (platinum). Solvent: C(C)(=O)OCC (ethyl acetate). Yields the product BrC1=CC=C(C(=N1)OC)CCC(=O)OC(C)(C)C (tert-Butyl 3-(6-bromo-2-methoxypyridin-3-yl)propanoate). The yield is 89.8%. RXN SMILES: [Br:1][C:2]1[N:7]=[C:6]([O:8][CH3:9])[C:5]([CH:10]=[CH:11][C:12]([O:14][C:15]([CH3:18])([CH3:17])[CH3:16])=[O:13])=[CH:4][CH:3]=1.[H][H]>C(OCC)(=O)C.[Pt]>[Br:1][C:2]1[N:7]=[C:6]([O:8][CH3:9])[C:5]([CH2:10][CH2:11][C:12]([O:14][C:15]([CH3:18])([CH3:17])[CH3:16])=[O:13])=[CH:4][CH:3]=1. Procedure: 10% platinum-activated carbon was added to a solution of tert-butyl 3-(6-bromo-2-methoxypyridin-3-yl)acrylate (727 mg) in ethyl acetate (7.3 mL), and the mixture was stirred for four hours in a hydrogen atmosphere. The reaction solution was filtered through celite and the filtrate was concentrated. The residue was purified by silica gel column chromatography (hexane:ethyl acetate=8:1) to give the title compound as a colorless oil (657 mg, 90%). The reactants are CC(C)(C)[Si](C)(C)OC(CCC(C(=O)N1C(=O)OCC1c1ccccc1)C(Nc1ccc(F)cc1)c1ccc(Br)cc1)c1ccc(F)cc1, CCCC[NH+](CCCC)CCCC, C[Si](C)(C)C(C(N)=O)[Si](C)(C)C, CC(=O)O, COC(C)(C)C, [F-], O, O, O. Product: CC(C)(C)[Si](C)(C)OC(CCC1C(=O)N(c2ccc(F)cc2)C1c1ccc(Br)cc1)c1ccc(F)cc1. As a reaction SMILES: [Br:1][c:2]1[cH:3][cH:4][c:5]([CH:8]([CH:9]([C:10](=[O:11])[N:12]2[CH:13]([c:14]3[cH:15][cH:16][cH:17][cH:18][cH:19]3)[CH2:20][O:21][C:22]2=[O:23])[CH2:24][CH2:25][CH:26]([c:27]2[cH:28][cH:29][c:30]([F:33])[cH:31][cH:32]2)[O:34][Si:35]([CH3:36])([CH3:37])[C:38]([CH3:39])([CH3:40])[CH3:41])[NH:42][c:43]2[cH:44][cH:45][c:46]([F:49])[cH:47][cH:48]2)[cH:6][cH:7]1.[CH2:66]([NH+:67]([CH2:68][CH2:69][CH2:70][CH3:71])[CH2:72][CH2:73][CH2:74][CH3:75])[CH2:76][CH2:77][CH3:78].[CH3:50][Si:51]([CH:52]([Si:53]([CH3:54])([CH3:55])[CH3:56])[C:57]([NH2:58])=[O:59])([CH3:60])[CH3:61].[CH3:79][C:80](=[O:81])[OH:82].[CH3:83][O:84][C:85]([CH3:86])([CH3:87])[CH3:88].[F-:65].[OH2:62].[OH2:63].[OH2:64]>>[Br:1][c:2]1[cH:3][cH:4][c:5]([CH:8]2[CH:9]([CH2:24][CH2:25][CH:26]([c:27]3[cH:28][cH:29][c:30]([F:33])[cH:31][cH:32]3)[O:34][Si:35]([CH3:36])([CH3:37])[C:38]([CH3:39])([CH3:40])[CH3:41])[C:10](=[O:11])[N:42]2[c:43]2[cH:44][cH:45][c:46]([F:49])[cH:47][cH:48]2)[cH:6][cH:7]1. Reactants: C[Si](C)(C)CCOCn1cc(C#N)nc1C(=O)[O-], CCN(C(C)C)C(C)C, ClCCl, CN1CCN(c2ccc(N)c(N3CCCC(F)C3)c2)CC1, [K+]. Product: CN1CCN(c2ccc(NC(=O)c3nc(C#N)cn3COCC[Si](C)(C)C)c(N3CCCC(F)C3)c2)CC1. As a reaction SMILES: [C:2](#[N:3])[c:4]1[n:5][c:6]([C:17](=[O:18])[O-:19])[n:7]([CH2:9][O:10][CH2:11][CH2:12][Si:13]([CH3:14])([CH3:15])[CH3:16])[cH:8]1.[CH:20]([N:21]([CH2:22][CH3:23])[CH:24]([CH3:25])[CH3:26])([CH3:27])[CH3:28].[Cl:50][CH2:51][Cl:52].[F:29][CH:30]1[CH2:31][N:32]([c:36]2[c:37]([NH2:49])[cH:38][cH:39][c:40]([N:42]3[CH2:43][CH2:44][N:45]([CH3:48])[CH2:46][CH2:47]3)[cH:41]2)[CH2:33][CH2:34][CH2:35]1.[K+:1]>>[C:2](#[N:3])[c:4]1[n:5][c:6]([C:17](=[O:19])[NH:49][c:37]2[c:36]([N:32]3[CH2:31][CH:30]([F:29])[CH2:35][CH2:34][CH2:33]3)[cH:41][c:40]([N:42]3[CH2:43][CH2:44][N:45]([CH3:48])[CH2:46][CH2:47]3)[cH:39][cH:38]2)[n:7]([CH2:9][O:10][CH2:11][CH2:12][Si:13]([CH3:14])([CH3:15])[CH3:16])[cH:8]1. The reactants are CCO, NNc1cc(N2CCOCC2)n2nc(-c3ccccc3)cc2n1, O=C(O)C(F)(F)F, O=Cc1ccc(O)cc1. RXN SMILES: [CH3:40][CH2:41][OH:42].[O:8]1[CH2:9][CH2:10][N:11]([c:14]2[cH:15][c:16]([NH:29][NH2:30])[n:17][c:18]3[n:19]2[n:20][c:21](-[c:23]2[cH:24][cH:25][cH:26][cH:27][cH:28]2)[cH:22]3)[CH2:12][CH2:13]1.[OH:1][C:2]([C:3]([F:4])([F:5])[F:6])=[O:7].[OH:31][c:32]1[cH:33][cH:34][c:35]([CH:36]=[O:37])[cH:38][cH:39]1>>[O:8]1[CH2:9][CH2:10][N:11]([c:14]2[cH:15][c:16]([NH:29][N:30]=[CH:36][c:35]3[cH:34][cH:33][c:32]([OH:31])[cH:39][cH:38]3)[n:17][c:18]3[n:19]2[n:20][c:21](-[c:23]2[cH:24][cH:25][cH:26][cH:27][cH:28]2)[cH:22]3)[CH2:12][CH2:13]1. The product is Oc1ccc(C=NNc2cc(N3CCOCC3)n3nc(-c4ccccc4)cc3n2)cc1.